Dataset: the Open Reaction Database (ORD), a public repository of structured organic reaction records. Task: describe an organic reaction: reactants, conditions, products, and yield The reactants are CC=1C=CC(=CC1)S(=O)(=O)O (TsOH), CN(C)CC1C2CCC(CC1(O)C1=CC(=CC=C1)O)C2 (2-dimethylaminomethyl-3-(3-hydroxy-phenyl)-bicyclo[3.2.1]octan-3-ol), C(=O)([O-])[O-].[K+].[K+] (K2CO3). The solvent is C1(=CC=CC=C1)C (toluene). Yields the product CN(C)CC1C(=CC2CCC1C2)C=2C=C(C=CC2)O (3-(4-dimethylaminomethyl-bicyclo[3.2.1]oct-2-en-3-yl)-phenol), CN(C)CC=1C2CCC(CC1C=1C=C(C=CC1)O)C2 (3-(2-((dimethylamino)methyl)bicyclo[3.2.1]oct-2-en-3-yl)phenol). Isolated yield 11.5%. As a reaction SMILES: CC1C=CC(S(O)(=O)=O)=CC=1.[CH3:12][N:13]([CH2:15][CH:16]1[C:22]([C:24]2[CH:29]=[CH:28][CH:27]=[C:26]([OH:30])[CH:25]=2)(O)[CH2:21][CH:20]2[CH2:31][CH:17]1[CH2:18][CH2:19]2)[CH3:14].C([O-])([O-])=O.[K+].[K+]>C1(C)C=CC=CC=1>[CH3:14][N:13]([CH2:15][CH:16]1[CH:17]2[CH2:31][CH:20]([CH2:19][CH2:18]2)[CH:21]=[C:22]1[C:24]1[CH:25]=[C:26]([OH:30])[CH:27]=[CH:28][CH:29]=1)[CH3:12].[CH3:14][N:13]([CH2:15][C:16]1[CH:17]2[CH2:31][CH:20]([CH2:21][C:22]=1[C:24]1[CH:25]=[C:26]([OH:30])[CH:27]=[CH:28][CH:29]=1)[CH2:19][CH2:18]2)[CH3:12] |f:2.3.4|. Reported procedure: Add TsOH (5.0 g, 29.1 mmol) to a solution of 2-dimethylaminomethyl-3-(3-hydroxy-phenyl)-bicyclo[3.2.1]octan-3-ol (4.8 g, 17.5 mmol) in toluene (150 mL). Heat the reaction mixture to reflux for 2 hours and then quench the reaction by addition of saturated aqueous K2CO3 (20 mL). Extract the aqueous layer with EtOAc (60 mL×3). The combined organic layers are washed with brine, dried over Na2SO4 and evaporated under vacuum. Purify the residue by preparative HPLC to yield 3-(4-dimethylaminomethyl-bic... Starting materials: ClC=1C(=C(C=CC1)[C@H]1[C@@H](N[C@H]([C@]1(C#N)C1=C(C=C(C=C1)Cl)F)CC(C)(C)C)C(=O)O)F ((2R,3S,4R,5S)-3-(3-chloro-2-fluoro-phenyl)-4-(4-chloro-2-fluoro-phenyl)-4-cyano-5-(2,2-dimethyl-propyl)-pyrrolidine-2-carboxylic acid), CCN(C(C)C)C(C)C (DIPEA), C1(=CC=CC=C1)P(=O)(C1=CC=CC=C1)Cl (DIPHENYLPHOSPHINIC CHLORIDE), N1(CCOCC1)C1=NC=C(C=N1)N (2-MORPHOLIN-4-YLPYRIMIDIN-5-AMINE). The solvent is ClCCl (dichloromethane), ClCCl (dichloromethane). Conditions: time 20 minute. The product is ClC=1C(=C(C=CC1)[C@H]1[C@@H](N[C@H]([C@]1(C#N)C1=C(C=C(C=C1)Cl)F)CC(C)(C)C)C(=O)NC=1C=NC(=NC1)N1CCOCC1)F ((2R,3S,4R,5S)-3-(3-chloro-2-fluorophenyl)-4-(4-chloro-2-fluorophenyl)-4-cyano-N-(2-morpholinopyrimidin-5-yl)-5-neopentylpyrrolidine-2-carboxamide). Isolated yield 97.3%. As a reaction SMILES: [Cl:1][C:2]1[C:3]([F:31])=[C:4]([C@@H:8]2[C@:12]([C:15]3[CH:20]=[CH:19][C:18]([Cl:21])=[CH:17][C:16]=3[F:22])([C:13]#[N:14])[C@H:11]([CH2:23][C:24]([CH3:27])([CH3:26])[CH3:25])[NH:10][C@H:9]2[C:28](O)=[O:29])[CH:5]=[CH:6][CH:7]=1.CCN(C(C)C)C(C)C.C1(P(Cl)(C2C=CC=CC=2)=O)C=CC=CC=1.[N:56]1([C:62]2[N:67]=[CH:66][C:65]([NH2:68])=[CH:64][N:63]=2)[CH2:61][CH2:60][O:59][CH2:58][CH2:57]1>ClCCl>[Cl:1][C:2]1[C:3]([F:31])=[C:4]([C@@H:8]2[C@:12]([C:15]3[CH:20]=[CH:19][C:18]([Cl:21])=[CH:17][C:16]=3[F:22])([C:13]#[N:14])[C@H:11]([CH2:23][C:24]([CH3:26])([CH3:27])[CH3:25])[NH:10][C@H:9]2[C:28]([NH:68][C:65]2[CH:66]=[N:67][C:62]([N:56]3[CH2:61][CH2:60][O:59][CH2:58][CH2:57]3)=[N:63][CH:64]=2)=[O:29])[CH:5]=[CH:6][CH:7]=1. Procedure: A solution of chiral (2R,3S,4R,5S)-3-(3-chloro-2-fluoro-phenyl)-4-(4-chloro-2-fluoro-phenyl)-4-cyano-5-(2,2-dimethyl-propyl)-pyrrolidine-2-carboxylic acid (59.9 mg, 0.128 mmol) in dichloromethane (3 ml) was treated with DIPEA (66.8 mg, 0.514 mmol) and DIPHENYLPHOSPHINIC CHLORIDE (75.8 mg, 0.314 mmol) and stirred for 20 min under argon. 2-MORPHOLIN-4-YLPYRIMIDIN-5-AMINE (23.4 mg, 0.130 mmol, Atlantic Research) was added. After stirred 2.5 hrs, the reaction mixture was diluted with dichloromethane... The reactants are Cl.CCOC(=O)C (HCl AcOEt), SC1=C(C=C(C=C1)O)C (4-mercapto-3-methyl-phenol), C(C)(C)(C)OC(CBr)=O (bromo-acetic acid tert-butyl ester), C(C)N(C(C)C)C(C)C (N-ethyldiisopropylamine). Run in C1CCOC1 (THF), O (water). Yields the product C(C)(C)(C)OC(CSC1=C(C=C(C=C1)O)C)=O ((4-Hydroxy-2-methyl-phenylsulfanyl)-acetic acid tert-butyl ester). The yield is 31.0%. As a reaction SMILES: [SH:1][C:2]1[CH:7]=[CH:6][C:5]([OH:8])=[CH:4][C:3]=1[CH3:9].[C:10]([O:14][C:15](=[O:18])[CH2:16]Br)([CH3:13])([CH3:12])[CH3:11].C(N(C(C)C)C(C)C)C.Cl.CCOC(C)=O>C1COCC1.O>[C:10]([O:14][C:15](=[O:18])[CH2:16][S:1][C:2]1[CH:7]=[CH:6][C:5]([OH:8])=[CH:4][C:3]=1[CH3:9])([CH3:13])([CH3:12])[CH3:11] |f:3.4|. Procedure: A solution of 10 g (71 mmol) of 4-mercapto-3-methyl-phenol (DE 2101359) and 10.5 ml (1 eq., 71 mmol) of bromo-acetic acid tert-butyl ester in 250 ml of THF was treated at room temperature with 12.2 ml (1 eq., 71 mmol) of N-ethyldiisopropylamine. The suspension was heated at reflux for 1 h, cooled to ambient temperature, and treated with water. The reaction mixture was then poured onto 0.1 M HCl/AcOEt, the organic layer was separated, washed with water and brine, dried over magnesium sulfate, and... The reactants are O=C1NC=2C(=CC=CC2[C@H]2[C@H]1CN(C2)C(=O)OC(C)(C)C)C(F)(F)F ((±)-trans-tert-Butyl 4-oxo-6-(trifluoromethyl)-3,3a,4,5-tetrahydro-1H-pyrrolo [3,4-c]quinoline-2(9bH)-carboxylate), O=C1NC=2C(=CC=CC2[C@H]2[C@H]1CN(C2)C(=O)OC(C)(C)C)C(F)(F)F ((3aS,9bR)-tert-butyl 4-oxo-6-(trifluoromethyl)-3,3a,4,5-tetrahydro-1H-pyrrolo[3,4-c]quinoline-2(9bH)-carboxylate), Cl (HCl). The solvent is CCOCC (ether). Run at time 15 minute. The product is Cl.FC(C1=CC=CC=2[C@H]3[C@H](C(NC12)=O)CNC3)(F)F ((3aS,9bR)-6-(Trifluoromethyl)-1,2,3,3a-tetrahydro-5H-pyrrolo[3,4-c]quinolin-4(9bH)-one hydrochloride). Isolated yield 85.0%. RXN SMILES: [O:1]=[C:2]1[C@@H:11]2[CH2:12][N:13](C(OC(C)(C)C)=O)[CH2:14][C@H:10]2[C:9]2[CH:8]=[CH:7][CH:6]=[C:5]([C:22]([F:25])([F:24])[F:23])[C:4]=2[NH:3]1.[ClH:26]>CCOCC>[ClH:26].[F:25][C:22]([F:23])([F:24])[C:5]1[C:4]2[NH:3][C:2](=[O:1])[C@@H:11]3[CH2:12][NH:13][CH2:14][C@H:10]3[C:9]=2[CH:8]=[CH:7][CH:6]=1 |f:3.4|. Reported procedure: To a solution of the second eluting compound from Example 7, Part B, tentatively assigned as (3aS,9bR)-tert-butyl 4-oxo-6-(trifluoromethyl)-3,3a,4,5-tetrahydro-1H-pyrrolo[3,4-c]quinoline-2(9bH)-carboxylate (50 mg, 0.14 mmol) in 4 mL of ether was added 1 mL of 12 N HCl. The resulting mixture was stirred at ambient temperature for 15 min and then was concentrated and dried in vacuo to a solid. This solid was triturated twice with ether and dried in vacuo to afford 35 mg (85%) of the title compound... Reactants: C1=C(C=CC2=CC=CC=C12)CCO (2-(2-Naphthyl)ethanol), C(C1=CC=CC=C1)(=O)NC1CCNCC1 (4-benzamidopiperidine). The reagents and catalysts are [Ni] (Raney Nickel). Solvent: C=1(C(=CC=CC1)C)C (xylene). The product is C(C1=CC=CC=C1)(=O)NC1CCN(CC1)CCC1=CC2=CC=CC=C2C=C1 (4-Benzamido-1-[2-(2-naphthyl)ethyl]piperidine). Reaction SMILES: [CH:1]1[C:10]2[C:5](=[CH:6][CH:7]=[CH:8][CH:9]=2)[CH:4]=[CH:3][C:2]=1[CH2:11][CH2:12]O.[C:14]([NH:22][CH:23]1[CH2:28][CH2:27][NH:26][CH2:25][CH2:24]1)(=[O:21])[C:15]1[CH:20]=[CH:19][CH:18]=[CH:17][CH:16]=1>[Ni].C1(C)C(C)=CC=CC=1>[C:14]([NH:22][CH:23]1[CH2:28][CH2:27][N:26]([CH2:12][CH2:11][C:2]2[CH:3]=[CH:4][C:5]3[C:10](=[CH:9][CH:8]=[CH:7][CH:6]=3)[CH:1]=2)[CH2:25][CH2:24]1)(=[O:21])[C:15]1[CH:16]=[CH:17][CH:18]=[CH:19][CH:20]=1. Procedure: 2-(2-Naphthyl)ethanol (3.44 g., 0.02 mole), 4-benzamidopiperidine (4.08 g., 0.02 mole) and Raney Nickel (W7 ca. 5 g.) were suspended in xylene (200 ml.) and the stirred mixture boiled under reflux for 16 hours. Liberated water was removed by means of a Dean and Stark apparatus. The mixture was filtered hot and evaporated to ca. 100 ml. The resulting yellow solution was stored until crystallisation was complete. The title compound was obtained as off-white needles (3.30 g.), m.p. 189°-191° C. The reactants are ClC1=C(C=CC(=C1)Cl)C1=NC(NC(=C1)C(F)(F)F)=O (4-(2,4-dichloro-phenyl)-6-trifluoromethyl-1H-pyrimidin-2-one), O=P(Cl)(Cl)Cl (phosphoroxychloride). Product: ClC1=NC(=CC(=N1)C1=C(C=C(C=C1)Cl)Cl)C(F)(F)F (2-Chloro-4-(2,4-dichloro-phenyl)-6-trifluoromethyl-pyrimidine), solid. The yield is 98.0%. Reaction SMILES: [Cl:1][C:2]1[CH:7]=[C:6]([Cl:8])[CH:5]=[CH:4][C:3]=1[C:9]1[CH:14]=[C:13]([C:15]([F:18])([F:17])[F:16])[NH:12][C:11](=O)[N:10]=1.O=P(Cl)(Cl)[Cl:22]>>[Cl:22][C:11]1[N:10]=[C:9]([C:3]2[CH:4]=[CH:5][C:6]([Cl:8])=[CH:7][C:2]=2[Cl:1])[CH:14]=[C:13]([C:15]([F:18])([F:17])[F:16])[N:12]=1. Procedure details: The title compound was prepared from 4-(2,4-dichloro-phenyl)-6-trifluoromethyl-1H-pyrimidin-2-one (10.2 g, 0.033 mol) and phosphoroxychloride (50 ml) according to the general procedure I. Obtained as a light yellow solid (10.6 g, 98%). MS (ISP) 327.0 [(M+H)+]; mp 69.5° C. Starting materials: S1C2=C(C=C1)C=CC=C2 (benzo[b]thiophene), [Li]C(C)(C)C (t-BuLi), CN(C1=CC=C(C=O)C=C1)C (4-dimethylaminobenzaldehyde). The solvent is C1CCOC1 (THF). Yields the product S1C2=C(C=C1C(C1=CC=C(C=C1)N(C)C)O)C=CC=C2 (α-(2-benzo[b]thienyl)-4-dimethylaminobenzyl alcohol). RXN SMILES: [S:1]1[CH:5]=[CH:4][C:3]2[CH:6]=[CH:7][CH:8]=[CH:9][C:2]1=2.[Li]C(C)(C)C.[CH3:15][N:16]([CH3:25])[C:17]1[CH:24]=[CH:23][C:20]([CH:21]=[O:22])=[CH:19][CH:18]=1>C1COCC1>[S:1]1[C:5]([CH:21]([OH:22])[C:20]2[CH:19]=[CH:18][C:17]([N:16]([CH3:15])[CH3:25])=[CH:24][CH:23]=2)=[CH:4][C:3]2[CH:6]=[CH:7][CH:8]=[CH:9][C:2]1=2. Reported procedure: α-(2-benzo[b]thienyl)-4-dimethylaminobenzyl alcohol was prepared by the method of Example 40A with benzo[b]thiophene (7.5 mmoles, 1.0 g), t-BuLi(1.7M, 8.9 mmoles, 5.3 ml), 4-dimethylaminobenzaldehyde (8.9 mmoles, 1.3 g) and THF (20 ml). The crude product (2.4 g) was carried forward without further purification. Starting materials: [BH3-]C#N, C1COCCN1, CO, [Na+], O=Cc1ccc(CN(Cc2nc3ccccc3[nH]2)C2CCCc3cccnc32)cc1. The product is c1cnc2c(c1)CCCC2N(Cc1ccc(CN2CCOCC2)cc1)Cc1nc2ccccc2[nH]1. RXN SMILES: [C:37]([BH3-:38])#[N:39].[CH2:31]1[CH2:32][O:33][CH2:34][CH2:35][NH:36]1.[CH3:41][OH:42].[Na+:40].[nH:1]1[c:2]([CH2:10][N:11]([CH:12]2[CH2:13][CH2:14][CH2:15][c:16]3[cH:17][cH:18][cH:19][n:20][c:21]32)[CH2:22][c:23]2[cH:24][cH:25][c:26]([CH:27]=[O:28])[cH:29][cH:30]2)[n:3][c:4]2[c:5]1[cH:6][cH:7][cH:8][cH:9]2>>[nH:1]1[c:2]([CH2:10][N:11]([CH:12]2[CH2:13][CH2:14][CH2:15][c:16]3[cH:17][cH:18][cH:19][n:20][c:21]32)[CH2:22][c:23]2[cH:24][cH:25][c:26]([CH2:27][N:36]3[CH2:31][CH2:32][O:33][CH2:34][CH2:35]3)[cH:29][cH:30]2)[n:3][c:4]2[c:5]1[cH:6][cH:7][cH:8][cH:9]2. The reactants are C(#N)C1=C(C(=O)C(=C(C1=O)Cl)Cl)C#N (DDQ), 84, C(#N)C1=C(C(=O)C(=C(C1=O)Cl)Cl)C#N (DDQ), OC=1C=C2CCCCC2=CC1OC (6-hydroxy-7 methoxytetralin). Run in O1CCOCC1 (dioxane), O1CCOCC1 (dioxane). Conditions: temperature 25 celsius, time 3 hour. Yields the product OC=1C=C2CCCC(C2=CC1OC)=O (6-hydroxy-7-methoxytetralin-1-one). Yield: 71.0%. As a reaction SMILES: [C:1]([C:3]1[C:9](=[O:10])[C:8](Cl)=[C:7](Cl)[C:5](=O)[C:4]=1[C:13]#N)#N.[OH:15][C:16]1C=C2C(=C[C:25]=1[O:26][CH3:27])CCCC2>O1CCOCC1>[OH:15][C:16]1[CH:13]=[C:4]2[C:3](=[CH:1][C:25]=1[O:26][CH3:27])[C:9](=[O:10])[CH2:8][CH2:7][CH2:5]2. Reported procedure: A 89 mg (0.5 mmol) quantity of 84 was dissolved in 0.5 mL of dioxane containing 5% water. DDQ (231 mg, 1.02 mmol) was dissolved in 2 mL of dioxane containing less than 0.01% water. The solution of DDQ was added dropwise over a period of 3 minutes to the stirred solution of 6-hydroxy-7 methoxytetralin, under nitrogen. The reaction solution was stirred at 25° C. under nitrogen for 3 hours, after which time the reaction mixture was then filtered through a sintered glass funnel and the residue (DDHQ...